This data is from the Open Reaction Database (ORD), a public repository of structured organic reaction records. The task is: describe an organic reaction: reactants, conditions, products, and yield As a reaction SMILES: [BH4-:37].[C:17]([CH3:18])([CH3:19])([CH3:20])[O:21][C:22](=[O:23])[N:24]1[c:25]2[c:26]([cH:32][cH:33][c:34]([Cl:36])[cH:35]2)[C:27](=[O:31])[CH2:28][CH2:29][CH2:30]1.[CH3:39][OH:40].[CH3:42][CH2:43][O:44][C:45](=[O:46])[CH3:47].[CH3:48][CH:49]([CH3:50])[O-:51].[CH3:53][CH:54]([CH3:55])[O-:56].[CH3:57][CH:58]([CH3:59])[O-:60].[CH3:61][CH:62]([CH3:63])[O-:64].[F:1][C:2]([c:3]1[cH:4][c:5]([CH2:6][NH2:7])[cH:8][c:9]([C:11]([F:12])([F:13])[F:14])[cH:10]1)([F:15])[F:16].[Na+:38].[OH2:41].[Ti+4:52]>>[F:1][C:2]([c:3]1[cH:4][c:5]([CH2:6][NH:7][CH:27]2[c:26]3[c:25]([cH:35][c:34]([Cl:36])[cH:33][cH:32]3)[N:24]([C:22]([O:21][C:17]([CH3:18])([CH3:19])[CH3:20])=[O:23])[CH2:30][CH2:29][CH2:28]2)[cH:8][c:9]([C:11]([F:12])([F:13])[F:14])[cH:10]1)([F:15])[F:16]. Starting materials: [BH4-], CC(C)(C)OC(=O)N1CCCC(=O)c2ccc(Cl)cc21, CO, CCOC(C)=O, CC(C)[O-], CC(C)[O-], CC(C)[O-], CC(C)[O-], NCc1cc(C(F)(F)F)cc(C(F)(F)F)c1, [Na+], O, [Ti+4]. The product is CC(C)(C)OC(=O)N1CCCC(NCc2cc(C(F)(F)F)cc(C(F)(F)F)c2)c2ccc(Cl)cc21. Reactants: CCOC(=O)c1ccc2nc(C)n(Cc3ccc(C=Cc4ccccc4)cc3)c2c1, CCO, [H][H]. The product is CCOC(=O)c1ccc2nc(C)n(Cc3ccc(CCc4ccccc4)cc3)c2c1. As a reaction SMILES: [CH2:1]([CH3:2])[O:3][C:4](=[O:5])[c:6]1[cH:7][cH:8][c:9]2[c:10]([n:11]([CH2:15][c:16]3[cH:17][cH:18][c:19]([CH:22]=[CH:23][c:24]4[cH:25][cH:26][cH:27][cH:28][cH:29]4)[cH:20][cH:21]3)[c:12]([CH3:14])[n:13]2)[cH:30]1.[CH3:33][CH2:34][OH:35].[H:31][H:32]>>[CH2:1]([CH3:2])[O:3][C:4](=[O:5])[c:6]1[cH:7][cH:8][c:9]2[c:10]([n:11]([CH2:15][c:16]3[cH:17][cH:18][c:19]([CH2:22][CH2:23][c:24]4[cH:25][cH:26][cH:27][cH:28][cH:29]4)[cH:20][cH:21]3)[c:12]([CH3:14])[n:13]2)[cH:30]1. Reactants: N[C@H](CO)C(C)C ((S)-(+)-2-amino-3-methyl-1-butanol), C(OCC)(OCC)=O (diethyl carbonate), C(=O)([O-])[O-].[K+].[K+] (K2CO3). The product is CC(C)[C@@H]1NC(OC1)=O (4-(S)-(1-Methylethyl)-2-oxazolidinone). Reaction SMILES: [NH2:1][C@@H:2]([CH:5]([CH3:7])[CH3:6])[CH2:3][OH:4].[C:8](=O)(OCC)[O:9]CC.C([O-])([O-])=O.[K+].[K+]>>[CH3:6][CH:5]([C@H:2]1[CH2:3][O:4][C:8](=[O:9])[NH:1]1)[CH3:7] |f:2.3.4|. Reported procedure: The title compound was prepared according to Evans, Mathre and Scott (J. Org. Chem., 50, 1830 (1985)) from (S)-(+)-2-amino-3-methyl-1-butanol and diethyl carbonate in the presence of K2CO3.